From a dataset of the Open Reaction Database (ORD), a public repository of structured organic reaction records. describe an organic reaction: reactants, conditions, products, and yield Starting materials: ClC=1C=C(N(C1C)CCC(C)N1C(C2=CC=CC=C2C1=O)=O)C#N (4-chloro-1-[3-(1,3-dihydro-1,3-dioxo-2H-isoindol-2-yl)butyl]-5-methyl-1H-pyrrole-2-carbonitrile), NN (hydrazine). The solvent is C(C)O (ethanol). Yields the product NC(CCN1C(=CC(=C1C)Cl)C#N)C (1-(3-aminobutyl)-4-chloro-5-methyl-1H-pyrrole-2-carbonitrile). Reaction SMILES: [Cl:1][C:2]1[CH:3]=[C:4]([C:23]#[N:24])[N:5]([CH2:8][CH2:9][CH:10]([N:12]2C(=O)C3C(=CC=CC=3)C2=O)[CH3:11])[C:6]=1[CH3:7].NN>C(O)C>[NH2:12][CH:10]([CH3:11])[CH2:9][CH2:8][N:5]1[C:6]([CH3:7])=[C:2]([Cl:1])[CH:3]=[C:4]1[C:23]#[N:24]. Procedure: A solution of 3.2 g (9.4 mmol) of 4-chloro-1-[3-(1,3-dihydro-1,3-dioxo-2H-isoindol-2-yl)butyl]-5-methyl-1H-pyrrole-2-carbonitrile and 4.8 mL (94 mmol) of hydrazine in ethanol was heated at reflux for 60 min and cooled to room temperature. Precipitated solids were filtered and rinsed with ethyl acetate and the filtrate was concentrated to afford 1-(3-aminobutyl)-4-chloro-5-methyl-1H-pyrrole-2-carbonitrile as an oil. Reactants: O=C1CCC(=O)N1Br, CC(C)(C)OC(=O)N1CC2CN(c3cncc(C#N)c3)C2C1, CC#N. Yields the product CC(C)(C)OC(=O)N1CC2CN(c3cnc(Br)c(C#N)c3)C2C1. RXN SMILES: [Br:23][N:24]1[C:25](=[O:26])[CH2:27][CH2:28][C:29]1=[O:30].[C:1](#[N:2])[c:3]1[cH:4][c:5]([N:9]2[CH:10]3[CH2:11][N:12]([C:16](=[O:17])[O:18][C:19]([CH3:20])([CH3:21])[CH3:22])[CH2:13][CH:14]3[CH2:15]2)[cH:6][n:7][cH:8]1.[CH3:31][C:32]#[N:33]>>[C:1](#[N:2])[c:3]1[cH:4][c:5]([N:9]2[CH:10]3[CH2:11][N:12]([C:16](=[O:17])[O:18][C:19]([CH3:20])([CH3:21])[CH3:22])[CH2:13][CH:14]3[CH2:15]2)[cH:6][n:7][c:8]1[Br:23]. Starting materials: BrC1=C(SC2=NC(=C(C(=C21)NS(=O)(=O)C2=CC=CC=C2)C(=O)OCC)C)C=2C=NNC2 (ethyl 3-bromo-6-methyl-4-[(phenylsulfonyl)amino]-2-(1H-pyrazol-4-yl)thieno[2,3-b]pyridine-5-carboxylate), [OH-].[Na+] (NaOH), N1=CC=CC2=CC=CC=C12 (quinoline), C1(=CC=CC=C1)OC1=CC=CC=C1 (diphenyl ether). The solvent is CS(=O)C (DMSO), C(=O)O (formic acid), O (water). Reaction conditions: temperature 150 celsius. The product is BrC1=C(SC2=NC(=CC(=C21)NS(=O)(=O)C2=CC=CC=C2)C)C=2C=NNC2 (N-[3-Bromo-6-methyl-2-(1H-pyrazol-4-yl)thieno[2,3-b]pyridin-4-yl]benzenesulfonamide). Isolated yield 54.8%. RXN SMILES: [Br:1][C:2]1[C:10]2[C:5](=[N:6][C:7]([CH3:26])=[C:8](C(OCC)=O)[C:9]=2[NH:11][S:12]([C:15]2[CH:20]=[CH:19][CH:18]=[CH:17][CH:16]=2)(=[O:14])=[O:13])[S:4][C:3]=1[C:27]1[CH:28]=[N:29][NH:30][CH:31]=1.[OH-].[Na+].C1(OC2C=CC=CC=2)C=CC=CC=1.N1C2C(=CC=CC=2)C=CC=1>CS(C)=O.O.C(O)=O>[Br:1][C:2]1[C:10]2[C:5](=[N:6][C:7]([CH3:26])=[CH:8][C:9]=2[NH:11][S:12]([C:15]2[CH:20]=[CH:19][CH:18]=[CH:17][CH:16]=2)(=[O:14])=[O:13])[S:4][C:3]=1[C:27]1[CH:28]=[N:29][NH:30][CH:31]=1 |f:1.2|. Reported procedure: A mixture of ethyl 3-bromo-6-methyl-4-[(phenylsulfonyl)amino]-2-(1H-pyrazol-4-yl)thieno[2,3-b]pyridine-5-carboxylate (Description 69) (6.1 g, 11.70 mmol) in DMSO (120 mL) and aqueous NaOH (5M) (9.36 mL, 46.8 mmol) was heated at 150° C. for ca. 2.5 h. After cooling to RT, the mixture was diluted with water (100 mL) and acidified with formic acid. The mixture was extracted with 20% MeOH in DCM (75 mL×5) and the combined organics dried and concentrated. Water (100 mL) was added to the residue and a... Run in C(C)(=O)OCC (ethyl acetate). Reaction SMILES: [F:1][C:2]([F:17])([F:16])[C:3]1[CH:8]=[CH:7][N:6]=[C:5]([CH:9]=[C:10]2[CH2:14][CH2:13][CH2:12][C:11]2=[O:15])[CH:4]=1.[H][H]>C(OCC)(=O)C.[Pd]>[F:17][C:2]([F:1])([F:16])[C:3]1[CH:8]=[CH:7][N:6]=[C:5]([CH2:9][CH:10]2[CH2:14][CH2:13][CH2:12][C:11]2=[O:15])[CH:4]=1. Reported procedure: A solution of 2-{[4-(trifluoromethyl)pyridin-2-yl]methylidene}cyclopentan-1-one (0.513 g, 2.13 mmol) in ethyl acetate (20 mL) was added palladium on carbon (10% wt, 50% wet, 0.226 g, 0.11 mmol) and the resulting mixture was stirred under a balloon of hydrogen gas for 2 hours. The reaction was filtered through diatomaceous earth (commercially sold under the trade mark “Celite”) and concentrated in vacuo. The crude product was purified by column chromatography (silica, 0-30% ethyl acetate/petrol) ... The reactants are FC(C1=CC(=NC=C1)C=C1C(CCC1)=O)(F)F (2-{[4-(trifluoromethyl)pyridin-2-yl]methylidene}cyclopentan-1-one), [H][H] (hydrogen). Reagents/catalysts: [Pd] (palladium on carbon). Product: FC(C1=CC(=NC=C1)CC1C(CCC1)=O)(F)F (2-{[4-(Trifluoromethyl)pyridin-2-yl]methyl}cyclopentan-1-one). Starting materials: Cc1c(NC(=NC(=O)OCc2ccccc2)NC(=O)OCc2ccccc2)ccc2c1ncn2C(=O)OC(C)(C)C, ClCCl, O=C(O)C(F)(F)F. The product is Cc1c(NC(=NC(=O)OCc2ccccc2)NC(=O)OCc2ccccc2)ccc2nc[nH]c12. RXN SMILES: [C:1]([O:2][C:3](=[O:4])[n:8]1[cH:9][n:10][c:11]2[c:12]1[cH:13][cH:14][c:15]([NH:18][C:19](=[N:20][C:21](=[O:22])[O:23][CH2:24][c:25]1[cH:26][cH:27][cH:28][cH:29][cH:30]1)[NH:31][C:32](=[O:33])[O:34][CH2:35][c:36]1[cH:37][cH:38][cH:39][cH:40][cH:41]1)[c:16]2[CH3:17])([CH3:5])([CH3:6])[CH3:7].[CH2:49]([Cl:50])[Cl:51].[OH:42][C:43]([C:44]([F:45])([F:46])[F:47])=[O:48]>>[n:8]1[cH:9][nH:10][c:11]2[c:12]1[cH:13][cH:14][c:15]([NH:18][C:19](=[N:20][C:21](=[O:22])[O:23][CH2:24][c:25]1[cH:26][cH:27][cH:28][cH:29][cH:30]1)[NH:31][C:32](=[O:33])[O:34][CH2:35][c:36]1[cH:37][cH:38][cH:39][cH:40][cH:41]1)[c:16]2[CH3:17]. Starting materials: C(C)(C)N(C(C)C)CC (N,N-Diisopropylethylamine), COCC(C)O (1-Methoxy-2-propanol), COC1=C(C=CC(=C1)N1CCC(CC1)N1CCOCC1)N (2-Methoxy-4-(4-morpholin-4-yl-piperidin-1-yl)-phenylamine), CS(=O)C1=NN2C(C=N1)=CC=C2N2N=CC=C2 (2-Methanesulfinyl-7-pyrazol-1-yl-pyrrolo[2,1-f][1,2,4]triazine). The solvent is CS(=O)C (DMSO). The product is COC1=C(C=CC(=C1)N1CCC(CC1)N1CCOCC1)NC1=NN2C(C=N1)=CC=C2N2N=CC=C2 ([2-Methoxy-4-(4-morpholin-4-yl-piperidin-1-yl)-phenyl]-(7-pyrazol-1-yl-pyrrolo[2,1-f][1,2,4]triazin-2-yl)-amine), solid. Isolated yield 21.0%. RXN SMILES: [CH3:1][O:2][C:3]1[CH:8]=[C:7]([N:9]2[CH2:14][CH2:13][CH:12]([N:15]3[CH2:20][CH2:19][O:18][CH2:17][CH2:16]3)[CH2:11][CH2:10]2)[CH:6]=[CH:5][C:4]=1[NH2:21].CS([C:25]1[N:30]=[CH:29][C:28]2=[CH:31][CH:32]=[C:33]([N:34]3[CH:38]=[CH:37][CH:36]=[N:35]3)[N:27]2[N:26]=1)=O.C(N(CC)C(C)C)(C)C.COCC(O)C>CS(C)=O>[CH3:1][O:2][C:3]1[CH:8]=[C:7]([N:9]2[CH2:14][CH2:13][CH:12]([N:15]3[CH2:20][CH2:19][O:18][CH2:17][CH2:16]3)[CH2:11][CH2:10]2)[CH:6]=[CH:5][C:4]=1[NH:21][C:25]1[N:30]=[CH:29][C:28]2=[CH:31][CH:32]=[C:33]([N:34]3[CH:38]=[CH:37][CH:36]=[N:35]3)[N:27]2[N:26]=1. Procedure: To a RB flask under argon were introduced 7-Bromo-2-methylsulfanyl-pyrrolo[2,1-f][1,2,4]triazine (300 mg, 1 mmol), 1H-Pyrazole (88.5 mg, 1.30 mmol), Cesium carbonate (801 mg, 2.46 mmol), Copper(I) iodide (50 mg, 0.3 mmol) and DMF (5 mL). The mixture was degassed for few minutes and heated at 110° C. overnight under argon. Solvent was removed and the mixture was taken in EtOAc and was passed through a pad of celite. Solvent evaporation gave the crude product which was purified by flash chromatogr... Reactants: solution, [H-].[Al+3].[Li+].[H-].[H-].[H-] (lithium aluminum hydride), COC(C1=CC(=CC=C1)CN(C)C(=O)OC(C)(C)C)=O (3-[(tert-butoxycarbonyl-methyl-amino)-methyl]-benzoic acid methyl ester). Solvent: O1CCCC1 (tetrahydrofuran), O1CCCC1 (tetrahydrofuran). Conditions: time 2 hour. Product: C(C)(C)(C)OC(N(C)CC1=CC(=CC=C1)CO)=O ((3-Hydroxymethyl-benzyl)-methyl-carbamic acid tert-butyl ester). Yield: 92.6%. Reaction SMILES: C[O:2][C:3](=O)[C:4]1[CH:9]=[CH:8][CH:7]=[C:6]([CH2:10][N:11]([C:13]([O:15][C:16]([CH3:19])([CH3:18])[CH3:17])=[O:14])[CH3:12])[CH:5]=1.[H-].[Al+3].[Li+].[H-].[H-].[H-]>O1CCCC1>[C:16]([O:15][C:13](=[O:14])[N:11]([CH2:10][C:6]1[CH:7]=[CH:8][CH:9]=[C:4]([CH2:3][OH:2])[CH:5]=1)[CH3:12])([CH3:19])([CH3:17])[CH3:18] |f:1.2.3.4.5.6|. Procedure: Dissolve 3-[(tert-butoxycarbonyl-methyl-amino)-methyl]-benzoic acid methyl ester (1.70 g, 6.1 mmol) in tetrahydrofuran (60 mL) at 0° C. Add a 1M solution of lithium aluminum hydride in tetrahydrofuran (8 mL, 8 mmol) dropwise and stir for 2 hrs. Quench the reaction with water (3 mL), 5N sodium hydroxide solution (3 mL) and more water (9 mL), filter and concentrate. Purify the residue by chromatography (silica gel) eluting with 40-60% ethyl acetate/hexanes to provide the title compound (1.42 g, 93... Starting materials: O1C(OCC1)C=1C=C(C=CC1)C(O)C1=CC=CC=C1 ((3-[1,3]dioxolan-2-ylphenyl)-phenyl-methanol), S(=O)(O)[O-].[Na+] (sodium hydrogensulfite), C1COCCOCCOCCOCCOCCO1 (18-crown-6), [Mn](=O)(=O)(=O)[O-].[K+] (potassium permanganate). The solvent is ClCCl (dichloromethane), O (water). Reaction conditions: temperature 40 celsius, time 4 hour. The product is O1C(OCC1)C=1C=C(C=CC1)C(=O)C1=CC=CC=C1 ((3-[1,3]Dioxolan-2-ylphenyl)phenylmethanone). Reaction SMILES: [O:1]1[CH2:5][CH2:4][O:3][CH:2]1[C:6]1[CH:7]=[C:8]([CH:12]([C:14]2[CH:19]=[CH:18][CH:17]=[CH:16][CH:15]=2)[OH:13])[CH:9]=[CH:10][CH:11]=1.C1OCCOCCOCCOCCOCCOC1.[Mn]([O-])(=O)(=O)=O.[K+].S([O-])(O)=O.[Na+]>ClCCl.O>[O:1]1[CH2:5][CH2:4][O:3][CH:2]1[C:6]1[CH:7]=[C:8]([C:12]([C:14]2[CH:15]=[CH:16][CH:17]=[CH:18][CH:19]=2)=[O:13])[CH:9]=[CH:10][CH:11]=1 |f:2.3,4.5|. Reported procedure: Combine (3-[1,3]dioxolan-2-ylphenyl)-phenyl-methanol (5.0 g, 18.5 mmol) and 18-crown-6 (160 mg, 0.6 mmol) in dichloromethane. Add potassium permanganate (8.8 g, 55.5 mmol). Heat to about 40° C. After 4 hours, cool to room temperature add water and sodium hydrogensulfite (6.0 g). Basify with a solution of 1N sodium hydroxide (about 60 ml) and extract with dichloromethane. Combine the organic layers and wash sequentially with distilled water and brine and then dry (Na2SO4), filter, and concentrate... Starting materials: [Mg] (magnesium), Cl (HCl), C1(=CC=C(C=C1)S(=O)(=O)OCCOC)C (β-methyloxyethyl p-toluenesulfonate), BrC1=CC=C(C=C1)C1=CC=CC=C1 (p-bromobiphenyl). Solvent: O (water), C(C)OCC (ethyl ether), C(C)OCC (ethyl ether). Conditions: temperature 35 celsius, time 3 hour. Yields the product COCCC1=CC=C(C=C1)C1=CC=CC=C1 (4-(β-methyloxyethyl)-biphenyl). Yield: 26.7%. As a reaction SMILES: [Mg].Br[C:3]1[CH:8]=[CH:7][C:6]([C:9]2[CH:14]=[CH:13][CH:12]=[CH:11][CH:10]=2)=[CH:5][CH:4]=1.C1(C)C=CC(S(O[CH2:25][CH2:26][O:27][CH3:28])(=O)=O)=CC=1.Cl>O.C(OCC)C>[CH3:28][O:27][CH2:26][CH2:25][C:3]1[CH:8]=[CH:7][C:6]([C:9]2[CH:14]=[CH:13][CH:12]=[CH:11][CH:10]=2)=[CH:5][CH:4]=1. Procedure details: Metallic magnesium (14.6 g, 0.6 mol) was placed in a completely dried 2 l three-neck flask and dry nitrogen gas was passed through the inside of the vessel to completely dry it, followed by adding anhydrous ethyl ether (45 ml) and a trace of iodine. A dry ethyl ether solution (500 ml) of p-bromobiphenyl (140 g, 0.6 mol) was gradually added with stirring while maintaining the reaction temperature at 30° to 35° C., and after the addition, the reaction was further carried out at the same temperatur...